This data is from the Open Reaction Database (ORD), a public repository of structured organic reaction records. The task is: describe an organic reaction: reactants, conditions, products, and yield Product: CCOC(=O)c1c(C)nc2c(ccn2Cc2cccc(F)c2F)c1I. The reactants are CC#N, Cl, CCOC(=O)c1c(C)nc2c(ccn2Cc2cccc(F)c2F)c1O, O=S(=O)(OS(=O)(=O)C(F)(F)F)C(F)(F)F, [I-], [Na+], [Na+], [Na+], O=S([O-])([O-])=S, O, c1ccncc1. As a reaction SMILES: [CH3:58][C:59]#[N:60].[ClH:49].[F:1][c:2]1[c:3]([CH2:4][n:5]2[cH:6][cH:7][c:8]3[c:9]2[n:10][c:11]([CH3:20])[c:12]([C:15](=[O:16])[O:17][CH2:18][CH3:19])[c:13]3[OH:14])[cH:21][cH:22][cH:23][c:24]1[F:25].[F:32][C:33]([S:34]([O:35][S:36]([C:37]([F:38])([F:39])[F:40])(=[O:41])=[O:42])(=[O:43])=[O:44])([F:45])[F:46].[I-:48].[Na+:47].[Na+:50].[Na+:51].[O-:52][S:53]([O-:54])(=[S:55])=[O:56].[OH2:57].[cH:26]1[cH:27][cH:28][n:29][cH:30][cH:31]1>>[F:1][c:2]1[c:3]([CH2:4][n:5]2[cH:6][cH:7][c:8]3[c:9]2[n:10][c:11]([CH3:20])[c:12]([C:15](=[O:16])[O:17][CH2:18][CH3:19])[c:13]3[I:48])[cH:21][cH:22][cH:23][c:24]1[F:25]. Reactants: C(C)(C)(C)OC(=O)N1CCC(CC1)C1OC2=C(C1)C=C(C=C2)B2OC(C(O2)(C)C)(C)C (4-[5-(4,4,5,5-tetramethyl-[1,3,2]dioxaborolan-2-yl)-2,3-dihydro-benzofuran-2-yl]-piperidine-1-carboxylic acid tert-butyl ester), BrC1=NC=C(C(=O)N)C=C1 (6-bromonicotinamide). The product is C(C)(C)(C)OC(=O)N1CCC(CC1)C1OC2=C(C1)C=C(C=C2)C2=NC=C(C=C2)C(N)=O (4-[5-(5-Carbamoyl-pyridin-2-yl)-2,3-dihydro-benzofuran-2-yl]-piperidine-1-carboxylic acid tert-butyl ester). Reaction SMILES: [C:1]([O:5][C:6]([N:8]1[CH2:13][CH2:12][CH:11]([CH:14]2[CH2:18][C:17]3[CH:19]=[C:20](B4OC(C)(C)C(C)(C)O4)[CH:21]=[CH:22][C:16]=3[O:15]2)[CH2:10][CH2:9]1)=[O:7])([CH3:4])([CH3:3])[CH3:2].Br[C:33]1[CH:41]=[CH:40][C:36]([C:37]([NH2:39])=[O:38])=[CH:35][N:34]=1>>[C:1]([O:5][C:6]([N:8]1[CH2:9][CH2:10][CH:11]([CH:14]2[CH2:18][C:17]3[CH:19]=[C:20]([C:33]4[CH:41]=[CH:40][C:36]([C:37](=[O:38])[NH2:39])=[CH:35][N:34]=4)[CH:21]=[CH:22][C:16]=3[O:15]2)[CH2:12][CH2:13]1)=[O:7])([CH3:2])([CH3:4])[CH3:3]. Reported procedure: The title compound is prepared from 4-[5-(4,4,5,5-tetramethyl-[1,3,2]dioxaborolan-2-yl)-2,3-dihydro-benzofuran-2-yl]-piperidine-1-carboxylic acid tert-butyl ester and 6-bromonicotinamide following a procedure analogous to that described in Example 1. LC (method 6): tR=1.20 min; Mass spectrum (ESI+): m/z=424 [M+H]+. Reactants: C(=O)[C@H]1CN(C[C@@H]1C1=CC(=CC=C1)F)[C@@H](C(=O)OCC1=CC=CC=C1)CC1CCCC1 (2-(R)-(3-(R)-formyl-4-(S)-(3-fluorophenyl)pyrrolidin-1-yl)-3-cyclopentylpropanoic acid, benzyl ester), FC1=CC=C(C=C1)CCCC1CCNCC1 (4-(3-(4-fluorophenyl)propyl)piperidine), Cl (HCl). Product: FC1=CC=C(C=C1)CCCC1CCN(CC1)C[C@H]1CN(C[C@@H]1C1=CC(=CC=C1)F)[C@@H](C(=O)O)CC1CCCC1 (2-(R)-(3-(S)-((4-(3-(4-Fluorophenyl)propyl)piperidin-1-yl)methyl)-4-(S)-(3-fluoro-phenyl)pyrrolidin-1-yl)-3-(cyclopentyl)propanoic acid). Yield: 102.7%. Reaction SMILES: [CH:1]([C@@H:3]1[C@@H:7]([C:8]2[CH:13]=[CH:12][CH:11]=[C:10]([F:14])[CH:9]=2)[CH2:6][N:5]([C@H:15]([CH2:26][CH:27]2[CH2:31][CH2:30][CH2:29][CH2:28]2)[C:16]([O:18]CC2C=CC=CC=2)=[O:17])[CH2:4]1)=O.[F:32][C:33]1[CH:38]=[CH:37][C:36]([CH2:39][CH2:40][CH2:41][CH:42]2[CH2:47][CH2:46][NH:45][CH2:44][CH2:43]2)=[CH:35][CH:34]=1.Cl>>[F:32][C:33]1[CH:34]=[CH:35][C:36]([CH2:39][CH2:40][CH2:41][CH:42]2[CH2:43][CH2:44][N:45]([CH2:1][C@@H:3]3[C@@H:7]([C:8]4[CH:13]=[CH:12][CH:11]=[C:10]([F:14])[CH:9]=4)[CH2:6][N:5]([C@H:15]([CH2:26][CH:27]4[CH2:28][CH2:29][CH2:30][CH2:31]4)[C:16]([OH:18])=[O:17])[CH2:4]3)[CH2:46][CH2:47]2)=[CH:37][CH:38]=1. Procedure details: The title compound was prepared from 20 mg (0.047 mmol) of 2-(R)-(3-(R)-formyl-4-(S)-(3-fluorophenyl)pyrrolidin-1-yl)-3-cyclopentylpropanoic acid, benzyl ester (from EXAMPLE 20, Step K) and 13 mg of 4-(3-(4-fluorophenyl)propyl)piperidine.HCl (from EXAMPLE 96, Step B) using a procedure analogous to that described in EXAMPLE 1, Step J to provide 26 mg (89%) of the title compound: RF: 0.20 (4:1 v/v hexanes/EtOAc); 1H NMR (300 MHz) δ 1.01-1.83 (m, 22H), 2.21-2.88 (m, 10H), 3.12-3.19 (m, 2H), 3.37 (m... The product is C(C)(=O)N[C@@H](C)C(=O)O (N-Acetylalanine). As a reaction SMILES: [CH:1](=O)C.[C:4]([NH2:7])(=[O:6])[CH3:5].[C:8]([O:11]CC)(=[O:10])[CH3:9]>[CH-]=O.[CH-]=O.[C-]#[O+].[C-]#[O+].[C-]#[O+].[C-]#[O+].[C-]#[O+].[C-]#[O+].[Co].[Co+2]>[C:4]([NH:7][C@H:9]([C:8]([OH:11])=[O:10])[CH3:1])(=[O:6])[CH3:5] |f:3.4.5.6.7.8.9.10.11.12|. The reagents and catalysts are [CH-]=O.[CH-]=O.[C-]#[O+].[C-]#[O+].[C-]#[O+].[C-]#[O+].[C-]#[O+].[C-]#[O+].[Co].[Co+2] (dicobalt octacarbonyl). Procedure: A 183 ml rocking autoclave equipped with a glass-liner, was charged with acetaldehyde (3.0 g), acetamide (5.9 g), ethyl acetate (15 g) and dicobalt octacarbonyl (0.34 g). The reaction was sealed and flushed with the mixture of CO-H2 (1:1 molar ratio). The system was pressured with CO-H2 (1:1 to 1200 psi and then pressured with pure CO to final pressure of 2300 psi. The autoclave was heated to 120° C. and held at this temperature for two hours. The system was allowed to cool to room temperature. ... Conditions: temperature 120 celsius, time 2 hour. The reactants are C(C)=O (acetaldehyde), C(C)(=O)N (acetamide), C(C)(=O)OCC (ethyl acetate). The reactants are COC1=CC=CC=2OC(=CC21)C=2SC(=NN2)C (2-(4-methoxybenzo(b)furan-2-yl)-5-methyl-1,3,4-thiadiazole), B(Br)(Br)Br (boron tribromide). Product: OC1=CC=CC=2OC(=CC21)C=2SC(=NN2)C (2-(4-hydroxybenzo(b)furan-2-yl)-5-methyl-1,3,4-thiadiazole). Isolated yield 96.3%. RXN SMILES: C[O:2][C:3]1[C:11]2[CH:10]=[C:9]([C:12]3[S:13][C:14]([CH3:17])=[N:15][N:16]=3)[O:8][C:7]=2[CH:6]=[CH:5][CH:4]=1.B(Br)(Br)Br>>[OH:2][C:3]1[C:11]2[CH:10]=[C:9]([C:12]3[S:13][C:14]([CH3:17])=[N:15][N:16]=3)[O:8][C:7]=2[CH:6]=[CH:5][CH:4]=1. Procedure: By the reactions in the same manner as in Starting Material Synthesis Example 5 using 2-(4-methoxybenzo(b)furan-2-yl)-5-methyl-1,3,4-thiadiazole (0.98 g) and boron tribromide (2.3 ml), the title compound (0.89 g) was obtained as pale-yellow crystals. Reactants: ON=CC1=CC=C(C=C1)NC(=O)NCC(=O)OC(C)C (N-[4-(hydroxyiminomethyl)phenyl]-N'-isopropoxycarbonylmethylurea), C[O-].[Na+] (sodium methoxide), C(C=C)Br (allyl bromide). The solvent is O (water). Yields the product N-[4-allyloxyiminomethyl)phenyl, C(C)(C)OC(=O)CNC(N)=O (N'-isopropoxycarbonylmethylurea). As a reaction SMILES: ON=CC1C=CC([NH:10][C:11]([NH:13][CH2:14][C:15]([O:17][CH:18]([CH3:20])[CH3:19])=[O:16])=[O:12])=CC=1.C[O-].[Na+].C(Br)C=C>O>[CH:18]([O:17][C:15]([CH2:14][NH:13][C:11](=[O:12])[NH2:10])=[O:16])([CH3:20])[CH3:19] |f:1.2|. Reported procedure: A solution of N-[4-(hydroxyiminomethyl)phenyl]-N'-isopropoxycarbonylmethylurea in 25% methanolic sodium methoxide (1.0 equivalent) is treated at room temperature with 1.1 equivalent of allyl bromide. The reaction mixture is stirred until the temperature falls to about 20° C. The reaction mixture is then poured into cold water and extracted with diethyl ether. The ether solution is dried over MgSO4 and filtered, and the solvent is removed by rotary evaporator to yield the corresponding N-[4-allyl...